This data is from the Open Reaction Database (ORD), a public repository of structured organic reaction records. The task is: describe an organic reaction: reactants, conditions, products, and yield Reactants: C(CCC)C12CC3=C(C(=CC=C3C2=CC(CC1)=O)OC)C (9a-butyl-7-methoxy-8-methyl-1,2,9,9a-tetrahydro-3H-fluoren-3-one), C(Cl)(Cl)(Cl)Cl (CCl4), C(=O)(O)[O-].[Na+] (NaHCO3), BrBr (Bromine). Solvent: C(Cl)Cl (CH2Cl2), O (water). Run at time 5 minute. The product is BrC=1C(CCC2(CC3=C(C(=CC=C3C12)OC)C)CCCC)=O (4-bromo-9a-butyl-7-methoxy-8-methyl-1,2,9,9a-tetrahydro-3H-fluoren-3-one). The yield is 89.0%. As a reaction SMILES: [CH2:1]([C:5]12[CH2:17][CH2:16][C:15](=[O:18])[CH:14]=[C:13]1[C:12]1[C:7](=[C:8]([CH3:21])[C:9]([O:19][CH3:20])=[CH:10][CH:11]=1)[CH2:6]2)[CH2:2][CH2:3][CH3:4].C(Cl)(Cl)(Cl)Cl.C([O-])(O)=O.[Na+].[Br:32]Br>C(Cl)Cl.O>[Br:32][C:14]1[C:15](=[O:18])[CH2:16][CH2:17][C:5]2([CH2:1][CH2:2][CH2:3][CH3:4])[C:13]=1[C:12]1[C:7](=[C:8]([CH3:21])[C:9]([O:19][CH3:20])=[CH:10][CH:11]=1)[CH2:6]2 |f:2.3|. Procedure details: A mixture of 9a-butyl-7-methoxy-8-methyl-1,2,9,9a-tetrahydro-3H-fluoren-3-one (133 mg, 0.468 mmol), CCl4 (0.94 mL), and NaHCO3 (196 mg, 2.333 mmol) was cooled in an ice bath and stirred. Bromine (0.024 mL, 0.467 mmol) was added while stirring and swirling the reaction mixture by hand. A gummy, red precipitate formed during the addition. The mixture was swirled by hand for 5 minutes in order to break up the gum, which gradually changed to a stirrable orange solid. The mixture was stirred and swir... The reactants are PdC, FC(C(=O)[O-])(F)F (trifluoroacetate), [Si](C)(C)(C)C#N (TMSCN), N1(C=NC=C1)C(=O)N1C=NC=C1 (di-(imidazol-1-yl)methanone), NC1=CC2=C(N=CN2)C=C1 (5-aminobenzimidazole), FC=1C=C(C=O)C=CC1 (3-fluorobenzaldehyde), TEA. Product: N1C=NC2=C1C=CC(=C2)N2C(NCC2C2=CC(=CC=C2)F)=O (1-(1H-benzo[d]imidazol-5-yl)-5-(3-fluorophenyl)imidazolidin-2-one). As a reaction SMILES: FC(F)(F)C([O-])=O.[NH2:8][C:9]1[CH:17]=[CH:16][C:12]2[N:13]=[CH:14][NH:15][C:11]=2[CH:10]=1.[F:18][C:19]1[CH:20]=[C:21]([CH:24]=[CH:25][CH:26]=1)[CH:22]=O.[Si](C#N)(C)(C)C.[N:33]1([C:38](N2C=CN=C2)=[O:39])C=CN=[CH:34]1>>[NH:13]1[C:12]2[CH:16]=[CH:17][C:9]([N:8]3[CH:22]([C:21]4[CH:24]=[CH:25][CH:26]=[C:19]([F:18])[CH:20]=4)[CH2:34][NH:33][C:38]3=[O:39])=[CH:10][C:11]=2[N:15]=[CH:14]1. Procedure details: The compound was synthesized as trifluoroacetate salt starting from 5-aminobenzimidazole (0.585 g, 4.4 mmol), 3-fluorobenzaldehyde (0.496 g, 4 mmol), TMSCN (0.5 mL, 4 mmol), PdC (10%, 0.02 g), TEA (0.979 mL, 7.02 mmol), di-(imidazol-1-yl)methanone (0.621, 3.83 mmol) as described in method 2. Reactants: [BH4-], CC(Cc1ccc(Cl)cc1)C(=O)N1C(=O)OCC1Cc1ccccc1, [Li+], [Na+], C1CCOC1, [OH-]. Yields the product CC(CO)Cc1ccc(Cl)cc1. Reaction SMILES: [BH4-:1].[CH2:3]([CH:4]1[CH2:5][O:6][C:7](=[O:8])[N:9]1[C:16]([CH:17]([CH2:18][c:19]1[cH:20][cH:21][c:22]([Cl:25])[cH:23][cH:24]1)[CH3:26])=[O:27])[c:10]1[cH:11][cH:12][cH:13][cH:14][cH:15]1.[Li+:2].[Na+:29].[O:30]1[CH2:31][CH2:32][CH2:33][CH2:34]1.[OH-:28]>>[CH2:16]([CH:17]([CH2:18][c:19]1[cH:20][cH:21][c:22]([Cl:25])[cH:23][cH:24]1)[CH3:26])[OH:27]. Starting materials: C(=O)(OCC1C2=CC=CC=C2C2=CC=CC=C12)Cl (FmocCl), N[C@H](C(=O)O)C\C=C/C[C@@H](C(=O)O)N ((S,S)-2,7-Diamino-Z-oct-4-enedioic acid), C(=O)([O-])[O-].[Na+].[Na+] (Na2CO3). Run in O1CCOCC1 (dioxane), O1CCOCC1 (dioxane), O (water). Conditions: temperature 0 celsius, time 3 hour. Yields the product C1=CC=CC=2C3=CC=CC=C3C(C12)COC(=O)N[C@H](C(=O)O)C\C=C/C[C@@H](C(=O)O)NC(=O)OCC1C2=CC=CC=C2C=2C=CC=CC12 ((S,S)2,7-Bis(9-fluorenylmethyloxycarbonylamino)-Z-oct-4-enedioic acid). As a reaction SMILES: [NH2:1][C@@H:2]([CH2:6]/[CH:7]=[CH:8]\[CH2:9][C@H:10]([NH2:14])[C:11]([OH:13])=[O:12])[C:3]([OH:5])=[O:4].[C:15]([O-:18])([O-:17])=O.[Na+].[Na+].[C:21](Cl)([O:23][CH2:24][CH:25]1[C:37]2[C:32](=[CH:33][CH:34]=[CH:35][CH:36]=2)[C:31]2[C:26]1=[CH:27][CH:28]=[CH:29][CH:30]=2)=[O:22]>O.O1CCOCC1>[CH:27]1[C:26]2[CH:25]([CH2:24][O:17][C:15]([NH:1][C@@H:2]([CH2:6]/[CH:7]=[CH:8]\[CH2:9][C@H:10]([NH:14][C:21]([O:23][CH2:24][CH:25]3[C:37]4[CH:36]=[CH:35][CH:34]=[CH:33][C:32]=4[C:31]4[C:26]3=[CH:27][CH:28]=[CH:29][CH:30]=4)=[O:22])[C:11]([OH:13])=[O:12])[C:3]([OH:5])=[O:4])=[O:18])[C:37]3[C:32](=[CH:33][CH:34]=[CH:35][CH:36]=3)[C:31]=2[CH:30]=[CH:29][CH:28]=1 |f:1.2.3|. Procedure details: (S,S)-2,7-Diamino-Z-oct-4-enedioic acid (0.050 g, 0.25 mmol) and Na2CO3 (0.21 g, 20.0 mmol) were dissolved in 3 ml water and 2 ml dioxane. The solution was cooled to 0° C. and a solution of FmocCl (0.26 g, 1.0 mmol) in 1 ml dioxane was added. This mixture was stirred at 0° C. for 3 hours and came to ambient temperature overnight. After extraction with diethyl ether it was acidified by addition of hydrochloric acid. The solution was extracted with chloroform and the amino acid was crystallized fr...